This data is from the Open Reaction Database (ORD), a public repository of structured organic reaction records. The task is: describe an organic reaction: reactants, conditions, products, and yield The reactants are O (water), NC1=CC=C(C=C1)S(=O)(=O)C=CC#N (3-(4-aminobenzenesulfonyl)acrylonitrile), C(C)(=O)NC1=CC=C(C=C1)S(=O)(=O)Cl (4-acetamidobenzenesulfonyl chloride), N1=CC=CC=C1 (pyridine). Solvent: C(Cl)(Cl)Cl (chloroform), C(Cl)(Cl)Cl (chloroform). Yields the product C(C)(=O)NC1=CC=C(C=C1)S(=O)(=O)NC1=CC=C(C=C1)S(=O)(=O)C=CC#N (3-[4-(4-ACETAMIDOBENZENESULFONAMIDO)BENZENESULFONYL]ACRYLONITRILE). RXN SMILES: [NH2:1][C:2]1[CH:7]=[CH:6][C:5]([S:8]([CH:11]=[CH:12][C:13]#[N:14])(=[O:10])=[O:9])=[CH:4][CH:3]=1.[C:15]([NH:18][C:19]1[CH:24]=[CH:23][C:22]([S:25](Cl)(=[O:27])=[O:26])=[CH:21][CH:20]=1)(=[O:17])[CH3:16].N1C=CC=CC=1.O>C(Cl)(Cl)Cl>[C:15]([NH:18][C:19]1[CH:20]=[CH:21][C:22]([S:25]([NH:1][C:2]2[CH:3]=[CH:4][C:5]([S:8]([CH:11]=[CH:12][C:13]#[N:14])(=[O:10])=[O:9])=[CH:6][CH:7]=2)(=[O:27])=[O:26])=[CH:23][CH:24]=1)(=[O:17])[CH3:16]. Reported procedure: To a dispersion of 3.6 grams (0.017 mol) of 3-(4-aminobenzenesulfonyl)acrylonitrile and 4.7 g (0.02 mol) of 4-acetamidobenzenesulfonyl chloride in 50 ml of chloroform is added 2 ml of pyridine. There is an exothermic reaction and an upper yellow, oily layer is formed. After 48 hours at room temperature 50 ml of chloroform are added, followed by water. The water and chloroform layers are separated and discarded, and the oily layer is shaken with water, separated and then dissolved in 30 ml ethano...